Dataset: the Open Reaction Database (ORD), a public repository of structured organic reaction records. Task: describe an organic reaction: reactants, conditions, products, and yield The reactants are OCCCBr, CCCCP(CCCC)CCCC, CCNc1ccc([N+](=O)[O-])cc1O, Cc1ccccc1, CCOC(=O)N=NC(=O)OCC, C1CCOC1. The product is CCNc1ccc([N+](=O)[O-])cc1OCCCBr. Reaction SMILES: [Br:14][CH2:15][CH2:16][CH2:17][OH:18].[CH2:19]([P:20]([CH2:21][CH2:22][CH2:23][CH3:24])[CH2:25][CH2:26][CH2:27][CH3:28])[CH2:29][CH2:30][CH3:31].[CH2:1]([CH3:2])[NH:3][c:4]1[c:5]([OH:13])[cH:6][c:7]([N+:10](=[O:11])[O-:12])[cH:8][cH:9]1.[CH3:49][c:50]1[cH:51][cH:52][cH:53][cH:54][cH:55]1.[O:32]=[C:33]([O:34][CH2:35][CH3:36])[N:37]=[N:38][C:39]([O:40][CH2:41][CH3:42])=[O:43].[O:44]1[CH2:45][CH2:46][CH2:47][CH2:48]1>>[CH2:1]([CH3:2])[NH:3][c:4]1[c:5]([O:13][CH2:17][CH2:16][CH2:15][Br:14])[cH:6][c:7]([N+:10](=[O:11])[O-:12])[cH:8][cH:9]1. Starting materials: solution, C(CC(=O)OCC)(=O)OCC (diethyl malonate), FC=1C=CC(=C(C1)C=CC(C)=O)C (4-(5-fluoro-2-methylphenyl)-3-buten-2-one), [O-]CC.[Na+] (sodium ethoxide), 0C. The solvent is C(C)O (ethanol). Reaction conditions: time 30 minute. Product: FC=1C=CC(=C(C1)C1CC(CC(C1)=O)=O)C (5-(5-fluoro-2-methylphenyl)cyclohexane-1,3-dione). As a reaction SMILES: [O-:1][CH2:2][CH3:3].[Na+].C(OCC)(=O)CC(OCC)=O.[F:16][C:17]1[CH:18]=[CH:19][C:20]([CH3:28])=[C:21]([CH:23]=[CH:24][C:25](=[O:27])[CH3:26])[CH:22]=1>C(O)C>[F:16][C:17]1[CH:18]=[CH:19][C:20]([CH3:28])=[C:21]([CH:23]2[CH2:3][C:2](=[O:1])[CH2:26][C:25](=[O:27])[CH2:24]2)[CH:22]=1 |f:0.1|. Reported procedure: A 20% solution of sodium ethoxide in ethanol (29.7 g) was combined at 0C with diethyl malonate (14.0 g) and then with 4-(5-fluoro-2-methylphenyl)-3-buten-2-one (13.4 g) in portions. The reaction mixture was stirred at room temperature for 30 minutes, and then stirred with heating for 2 hours. After allowing to stand to cool, the solvent was distilled off, and the residue was combined with water and the aqueous layer was washed with ethyl acetate and then concentrated. 2M Sodium hydroxide (46 ml)... Starting materials: NC1=C(C=C(C=C1)N1CCN(CCC1)C(=O)OC(C)(C)C)NS(=O)(=O)C1=CC=CC=C1 (N-{2-amino-5-(4-t-butyloxycarbonyl-1,4-diazepan-1-yl)-phenyl}benzenesulfonamide), N1=CC=CC2=CC=CC(=C12)S(=O)(=O)Cl (8-quinolinesulfonylchloride). Yields the product Cl.N1(CCNCCC1)C1=CC(=C(C=C1)NS(=O)(=O)C=1C=CC=C2C=CC=NC12)NS(=O)(=O)C1=CC=CC=C1 (N-{4-(1,4-diazepan-1-yl)-2-[(phenylsulfonyl)amino]phenyl}-8-quinolinesulfonamide hydrochloride). As a reaction SMILES: [NH2:1][C:2]1[CH:7]=[CH:6][C:5]([N:8]2[CH2:14][CH2:13][CH2:12][N:11](C(OC(C)(C)C)=O)[CH2:10][CH2:9]2)=[CH:4][C:3]=1[NH:22][S:23]([C:26]1[CH:31]=[CH:30][CH:29]=[CH:28][CH:27]=1)(=[O:25])=[O:24].[N:32]1[C:41]2[C:36](=[CH:37][CH:38]=[CH:39][C:40]=2[S:42]([Cl:45])(=[O:44])=[O:43])[CH:35]=[CH:34][CH:33]=1>>[ClH:45].[N:8]1([C:5]2[CH:6]=[CH:7][C:2]([NH:1][S:42]([C:40]3[CH:39]=[CH:38][CH:37]=[C:36]4[C:41]=3[N:32]=[CH:33][CH:34]=[CH:35]4)(=[O:44])=[O:43])=[C:3]([NH:22][S:23]([C:26]3[CH:27]=[CH:28][CH:29]=[CH:30][CH:31]=3)(=[O:25])=[O:24])[CH:4]=2)[CH2:14][CH2:13][CH2:12][NH:11][CH2:10][CH2:9]1 |f:2.3|. Reported procedure: The compound was synthesized from of N-{2-amino-5-(4-t-butyloxycarbonyl-1,4-diazepan-1-yl)-phenyl}benzenesulfonamide and 8-quinolinesulfonylchloride (61 mg, 0.27 mmol) to give 34 mg of a purple solid. M+1 538.2 Calcd 538.15. Reactants: CN1CCN(CC1)CCN1N=NN=C1SCC1=CC=CC=C1 (1-[2-(4-methyl-1-piperazinyl)ethyl]-5 benzylthio-1H-tetrazole), C(C)(=O)O (acetic acid), Br (hydrobromic acid). Solvent: O (water). The product is Br.CN1CCN(CC1)CCN1N=NN=C1S (1-[2-(4-methyl-1-piperazinyl)ethyl]-1H-tetrazole-5-thiol hydrobromide). As a reaction SMILES: [CH3:1][N:2]1[CH2:7][CH2:6][N:5]([CH2:8][CH2:9][N:10]2[C:14]([S:15]CC3C=CC=CC=3)=[N:13][N:12]=[N:11]2)[CH2:4][CH2:3]1.C(O)(=O)C.[BrH:27]>O>[BrH:27].[CH3:1][N:2]1[CH2:3][CH2:4][N:5]([CH2:8][CH2:9][N:10]2[C:14]([SH:15])=[N:13][N:12]=[N:11]2)[CH2:6][CH2:7]1 |f:4.5|. Procedure: A mixture of 1-[2-(4-methyl-1-piperazinyl)ethyl]-5 benzylthio-1H-tetrazole (5.4 g), acetic acid (40 ml) and conc. hydrobromic acid (40 ml) was heated at 70° to 80° C. for 8 hours. After the concentration of the reaction mixture, the concentrate was diluted with water. The mixture was washed with diethyl ether twice and evaporated under reduced pressure. The residue was recrystallized from methanol. A solution of the obtained crystals in a little amounted of water was adjusted to pH 6.0 with 1 N ... Starting materials: C1=CC=C(C=C1)P(C2=CC=CC=C2)C3=CC=CC=C3 (Ph3P), OCC1=CC(=C(C#N)C=C1)OC (4-hydroxymethyl-2-methoxy-benzonitrile), C(Br)(Br)(Br)Br (CBr4). Solvent: C1CCOC1 (THF). Run at time 17 hour. Product: BrCC1=CC(=C(C#N)C=C1)OC (4-bromomethyl-2-methoxy-benzonitrile). Reaction SMILES: O[CH2:2][C:3]1[CH:10]=[CH:9][C:6]([C:7]#[N:8])=[C:5]([O:11][CH3:12])[CH:4]=1.C1C=CC(P(C2C=CC=CC=2)C2C=CC=CC=2)=CC=1.C(Br)(Br)(Br)[Br:33]>C1COCC1>[Br:33][CH2:2][C:3]1[CH:10]=[CH:9][C:6]([C:7]#[N:8])=[C:5]([O:11][CH3:12])[CH:4]=1. Procedure details: 4-hydroxymethyl-2-methoxy-benzonitrile (from L-819,538, step 2, 2.0 g, 12.3 mmol) was dissolved in THF (61.5 ml) and treated with Ph3P (4.82 g, 18.4 mmol) followed by CBr4 (6.1 g, 18.4 mmol). The reaction was mixture stirred at room temp. for 17 hours. The solvent was removed in vacuo and the residue was purified by flash chromatography (10% EtOAc/Hexane) to yield the desired product.